Dataset: the Open Reaction Database (ORD), a public repository of structured organic reaction records. Task: describe an organic reaction: reactants, conditions, products, and yield The reactants are [Al+3], COC(=O)c1cc(OCc2ccccc2)cc(C(O)CNC(C)C)c1, CCOCC, [H-], [H-], [H-], [H-], [Li+], O. Product: CC(C)NCC(O)c1cc(CO)cc(OCc2ccccc2)c1. RXN SMILES: [Al+3:2].[CH2:7]([c:8]1[cH:9][cH:10][cH:11][cH:12][cH:13]1)[O:14][c:15]1[cH:16][c:17]([C:18](=[O:19])[O:20][CH3:21])[cH:22][c:23]([CH:25]([CH2:26][NH:27][CH:28]([CH3:29])[CH3:30])[OH:31])[cH:24]1.[CH3:33][CH2:34][O:35][CH2:36][CH3:37].[H-:1].[H-:4].[H-:5].[H-:6].[Li+:3].[OH2:32]>>[CH2:7]([c:8]1[cH:9][cH:10][cH:11][cH:12][cH:13]1)[O:14][c:15]1[cH:16][c:17]([CH2:18][OH:19])[cH:22][c:23]([CH:25]([CH2:26][NH:27][CH:28]([CH3:29])[CH3:30])[OH:31])[cH:24]1. Starting materials: CC(C)(C)OC(=O)NC(CNc1ncccc1N)C(=O)O, CO, CCN=C=NCCCN(C)C, CN(C)c1ccncc1, CCOC(C)=O, ClCCl, Cl. The product is COC(=O)C(CNc1ncccc1N)NC(=O)OC(C)(C)C. As a reaction SMILES: [C:1]([CH3:2])([CH3:3])([CH3:4])[O:5][C:6](=[O:7])[NH:8][CH:9]([C:10](=[O:11])[OH:12])[CH2:13][NH:14][c:15]1[n:16][cH:17][cH:18][cH:19][c:20]1[NH2:21].[CH3:22][OH:23].[CH3:25][N:26]([CH3:27])[CH2:28][CH2:29][CH2:30][N:31]=[C:32]=[N:33][CH2:34][CH3:35].[CH3:39][N:40]([CH3:41])[c:42]1[cH:43][cH:44][n:45][cH:46][cH:47]1.[CH3:48][CH2:49][O:50][C:51]([CH3:52])=[O:53].[Cl:36][CH2:37][Cl:38].[ClH:24]>>[C:1]([CH3:2])([CH3:3])([CH3:4])[O:5][C:6](=[O:7])[NH:8][CH:9]([C:10]([O:11][CH3:25])=[O:12])[CH2:13][NH:14][c:15]1[n:16][cH:17][cH:18][cH:19][c:20]1[NH2:21]. Reactants: FC(S(=O)(=O)OC=1C2=C(N=C(N1)C1=CC=CC=C1)CCCS2(=O)=O)(F)F (5,5-dioxido-2-phenyl-7,8-dihydro-6H-thiopyrano[3,2-d]pyrimidin-4-yl trifluoromethanesulfonate), NC1=CC=C(C=C1)CC(=O)OCC (ethyl 2-(4-aminophenyl)acetate). Product: O=S1(CCCC=2N=C(N=C(C21)NC2=CC=C(C=C2)CC(=O)OCC)C2=CC=CC=C2)=O (ethyl 2-(4-((5,5-dioxido-2-phenyl-7,8-dihydro-6H-thiopyrano[3,2-d]pyrimidin-4-yl)amino)phenyl)acetate). The yield is 77.1%. RXN SMILES: FC(F)(F)S(O[C:7]1[C:8]2[S:22](=[O:24])(=[O:23])[CH2:21][CH2:20][CH2:19][C:9]=2[N:10]=[C:11]([C:13]2[CH:18]=[CH:17][CH:16]=[CH:15][CH:14]=2)[N:12]=1)(=O)=O.[NH2:27][C:28]1[CH:33]=[CH:32][C:31]([CH2:34][C:35]([O:37][CH2:38][CH3:39])=[O:36])=[CH:30][CH:29]=1>>[O:23]=[S:22]1(=[O:24])[C:8]2[C:7]([NH:27][C:28]3[CH:29]=[CH:30][C:31]([CH2:34][C:35]([O:37][CH2:38][CH3:39])=[O:36])=[CH:32][CH:33]=3)=[N:12][C:11]([C:13]3[CH:18]=[CH:17][CH:16]=[CH:15][CH:14]=3)=[N:10][C:9]=2[CH2:19][CH2:20][CH2:21]1. Procedure details: Following general procedure G, 5,5-dioxido-2-phenyl-7,8-dihydro-6H-thiopyrano[3,2-d]pyrimidin-4-yl trifluoromethanesulfonate (1.0 g, 2.46 mmol) was reacted with ethyl 2-(4-aminophenyl)acetate (0.527 g, 2.94 mmol) to afford the desired product (0.83 g, 77%) as a light yellow solid. MW=437.51. 1H NMR (DMSO-d6, 500 MHz) δ 8.77 (s, 1H), 8.28-8.24 (m, 2H), 7.64-7.49 (m, 5H), 7.34 (d, J=8.5 Hz, 2H), 4.10 (q, J=7.0 Hz, 2H), 3.76-3.72 (m, 2H), 3.70 (s, 2H), 3.08 (t, J=6.5 Hz, 2H), 2.43-2.35 (m, 2H), 1.2... Starting materials: C(C1=CC=CC=C1)C1CCN(CC1)CCCCC(=O)NN (5-(4-benzylpiperidin-1-yl)valerhydrazide), [N+](=O)([O-])C1=CC=C(C(=O)Cl)C=C1 (4-nitrobenzoyl chloride), ice water. The solvent is C(Cl)Cl (CH2Cl2), CCN(CC)CC (Et3N). Conditions: time 12 hour. Yields the product C(C1=CC=CC=C1)C1CCN(CC1)CCCCC(=O)NNC(C1=CC=C(C=C1)[N+](=O)[O-])=O (N-(5-(4-Benzylpiperidin-1-yl)valeroyl)-N′-(4-nitrobenzoyl)hydrazine). Isolated yield 92.4%. Reaction SMILES: [CH2:1]([CH:8]1[CH2:13][CH2:12][N:11]([CH2:14][CH2:15][CH2:16][CH2:17][C:18]([NH:20][NH2:21])=[O:19])[CH2:10][CH2:9]1)[C:2]1[CH:7]=[CH:6][CH:5]=[CH:4][CH:3]=1.[N+:22]([C:25]1[CH:33]=[CH:32][C:28]([C:29](Cl)=[O:30])=[CH:27][CH:26]=1)([O-:24])=[O:23]>C(Cl)Cl.CCN(CC)CC>[CH2:1]([CH:8]1[CH2:9][CH2:10][N:11]([CH2:14][CH2:15][CH2:16][CH2:17][C:18]([NH:20][NH:21][C:29](=[O:30])[C:28]2[CH:27]=[CH:26][C:25]([N+:22]([O-:24])=[O:23])=[CH:33][CH:32]=2)=[O:19])[CH2:12][CH2:13]1)[C:2]1[CH:7]=[CH:6][CH:5]=[CH:4][CH:3]=1. Reported procedure: To a solution of 5-(4-benzylpiperidin-1-yl)valerhydrazide (289 mg, 1.00 mmol) in 10 mL of CH2Cl2 and 0.21 mL of Et3N was added 4-nitrobenzoyl chloride (278 mg, 1.50 mmol). The resulting solution was allowed to stir at rt for 12 hr. The mixture was poured into ice water (10 g). The organic layer was separated and the water phase was extracted with CH2Cl2 (2×15 mL). The combined organic extracts were dried over Na2SO4. Evaporation of solvent gave the title product as a brown oil (405 mg, 92%): 1H ... The reactants are C1=CC(=CC=C1N)[As](=O)(O)O (p-Arsanilic acid), C([O-])([O-])=O.[Na+].[Na+] (sodium carbonate), BrCC(=O)Br (Bromoacetyl bromide). Run in O (water), ClCCl (dichloromethane). Reaction conditions: temperature 4 celsius, time 2.5 minute. Yields the product BrCC(=O)NC1=CC=C(C=C1)[As](O)(=O)O (BRAA). Reaction SMILES: [CH:1]1[C:6]([NH2:7])=[CH:5][CH:4]=[C:3]([As:8]([OH:11])([OH:10])=[O:9])[CH:2]=1.C(=O)([O-])[O-].[Na+].[Na+].[Br:18][CH2:19][C:20](Br)=[O:21]>O.ClCCl>[Br:18][CH2:19][C:20]([NH:7][C:6]1[CH:1]=[CH:2][C:3]([As:8]([OH:10])(=[O:11])[OH:9])=[CH:4][CH:5]=1)=[O:21] |f:1.2.3|. Reported procedure: BRAA was prepared by a modification of the method described in Donoghue et al (2000) and WO 01/21628. p-Arsanilic acid (20.6 g, 95 mmol) was added in portions to a solution of sodium carbonate (20 g, 189 mmol) in water (200 mL). When all solids had dissolved, the solution was found to be pH 10, and was chilled at 4° C. for 2 hours. Bromoacetyl bromide (15 mL, 173 mmol) in dry dichloromethane (35 mL) was added in two portions, each addition followed by vigorous shaking for 2 to 3 min. The mixture...